This data is from the Open Reaction Database (ORD), a public repository of structured organic reaction records. The task is: describe an organic reaction: reactants, conditions, products, and yield The reactants are IC=1C=CC(=C(CO)C1)OCOCCOC (5-iodo-2-(2-methoxy-ethoxymethoxy)-benzyl alcohol), C1(=CC=CC=C1)P(C1=CC=CC=C1)C1=CC=CC=C1 (triphenylphosphine), BrN1C(CCC1=O)=O (N-bromosuccinimide). Solvent: C1CCOC1 (THF). Reaction conditions: time 5 minute. The product is IC=1C=CC(=C(CBr)C1)OCOCCOC (5-Iodo-2-(2-methoxy-ethoxymethoxy)-benzyl bromide). RXN SMILES: [I:1][C:2]1[CH:3]=[CH:4][C:5]([O:10][CH2:11][O:12][CH2:13][CH2:14][O:15][CH3:16])=[C:6]([CH:9]=1)[CH2:7]O.C1(P(C2C=CC=CC=2)C2C=CC=CC=2)C=CC=CC=1.[Br:36]N1C(=O)CCC1=O>C1COCC1>[I:1][C:2]1[CH:3]=[CH:4][C:5]([O:10][CH2:11][O:12][CH2:13][CH2:14][O:15][CH3:16])=[C:6]([CH:9]=1)[CH2:7][Br:36]. Procedure details: To a solution of 5-iodo-2-(2-methoxy-ethoxymethoxy)-benzyl alcohol (7.5 g, 22 mmol) in 60 mL of THF at 15° C. is added triphenylphosphine (6.35 g, 24 mmol) followed by N-bromosuccinimide (4.3 g, 24 mmol). The solution is stirred for 5 minutes. The solution is allowed to warm to ambient temperature. After 20 minutes, the solution is concentrated. The crude product is purified by column chromatography eluting with EtOAc:CH2Cl2 :hexane (3:1:6). Starting materials: CC(C#CC1=CC(=C(S1)C(=O)O)N(C(=O)[C@@H]1CC[C@H](CC1)C)[C@@H]1CC[C@H](CC1)O)(C)C (5-(3,3-Dimethyl-but-1-ynyl)-3-[(trans-4-hydroxy-cyclohexyl)-(trans-4-methyl-cyclohexanecarbonyl)-amino]-thiophene-2-carboxylic acid), ClC1=NC=CC(=N1)Cl (2,4-dichloropyrimidine), C(C)(=O)OCC (ethyl acetate), [H-].[Na+] (sodium hydride). Run in CN(C)C=O (DMF), CN(C)C=O (DMF). Run at time 30 minute. Yields the product CC(C#CC1=CC(=C(S1)C(=O)O)N([C@@H]1CC[C@H](CC1)OC1=NC(=NC=C1)Cl)C(=O)[C@@H]1CC[C@H](CC1)C)(C)C (5-(3,3-dimethyl-but-1-ynyl)-3-{(trans-4-methyl-cyclohexanecarbonyl)-[trans-4-(2-chloro-pyrimidin-4-yloxy)-cyclohexyl]-amino}-thiophene-2-carboxylic acid). The yield is 63.1%. As a reaction SMILES: [CH3:1][C:2]([CH3:31])([CH3:30])[C:3]#[C:4][C:5]1[S:9][C:8]([C:10]([OH:12])=[O:11])=[C:7]([N:13]([C@H:23]2[CH2:28][CH2:27][C@H:26]([OH:29])[CH2:25][CH2:24]2)[C:14]([C@H:16]2[CH2:21][CH2:20][C@H:19]([CH3:22])[CH2:18][CH2:17]2)=[O:15])[CH:6]=1.[H-].[Na+].[Cl:34][C:35]1[N:40]=[C:39](Cl)[CH:38]=[CH:37][N:36]=1.C(OCC)(=O)C>CN(C=O)C>[CH3:31][C:2]([CH3:30])([CH3:1])[C:3]#[C:4][C:5]1[S:9][C:8]([C:10]([OH:12])=[O:11])=[C:7]([N:13]([C:14]([C@H:16]2[CH2:21][CH2:20][C@H:19]([CH3:22])[CH2:18][CH2:17]2)=[O:15])[C@H:23]2[CH2:28][CH2:27][C@H:26]([O:29][C:37]3[CH:38]=[CH:39][N:40]=[C:35]([Cl:34])[N:36]=3)[CH2:25][CH2:24]2)[CH:6]=1 |f:1.2|. Procedure: 5-(3,3-Dimethyl-but-1-ynyl)-3-[(trans-4-hydroxy-cyclohexyl)-(trans-4-methyl-cyclohexanecarbonyl)-amino]-thiophene-2-carboxylic acid (211 mg, 0.46 mmol) in DMF (2 mL) at 0 deg C. was treated with sodium hydride (110 mg, 2.8 mmol, 60% oil dispersion) in portions. The mixture was stirred for 30 minutes at 0 deg C. and a solution of 2,4-dichloropyrimidine (210 mg, 1.4 mmol) in DMF (1 mL) was added dropwise. The reaction mixture was allowed to warm and stir at room temperature. After completion, ethy... Reactants: O=C1C(O)=C(O)[C@H](O1)[C@@H](O)CO (L-ascorbic acid), O=O (oxygen), C([O-])([O-])=O.[Ca+2] (calcium carbonate), C (charcoal). The solvent is OO (hydrogen peroxide). Yields the product [Ca].O=C([C@H](O)[C@@H](O)CO)[O-] (Calcium L-threonate). Reaction SMILES: O=C1[O:8][C@H:7]([C@H:9]([CH2:11][OH:12])[OH:10])[C:5]([OH:6])=C1O.C(=O)([O-])[O-:14].[Ca+2:17].C.O=O>OO>[Ca:17].[O:14]=[C:5]([O-:6])[C@@H:7]([C@H:9]([CH2:11][OH:12])[OH:10])[OH:8] |f:1.2,6.7|. Reported procedure: Into a 12-L flask equipped with stirrer, thermometer, additional funnel was charged 528 g L-ascorbic acid (3.0 moles) and 7500 mL distilled water. The batch was stirred at room temperature to form a clear solution and added 600 g calcium carbonate. The slurry was stirred and cooled to 15° C. Then 1200 mL hydrogen peroxide (30% w/w) was added at 12°-15° C. over 60 min. The mixture was stirred at room temperature for 16 h. Then 120 g charcoal was added. The mixture was heated to 75° C. while stirr... As a reaction SMILES: [Cl:21][CH2:22][C:23]([Cl:24])([Cl:25])[Cl:26].[ClH:20].[F:12][c:13]1[cH:14][cH:15][cH:16][c:17]([F:18])[cH:19]1.[O:1]=[C:2]1[O:3][C:4](=[O:5])[c:6]2[cH:7][cH:8][cH:9][cH:10][c:11]21>>[O:1]=[C:2]([OH:3])[c:11]1[c:6]([C:4](=[O:5])[c:14]2[c:13]([F:12])[cH:19][c:17]([F:18])[cH:16][cH:15]2)[cH:7][cH:8][cH:9][cH:10]1. Product: O=C(O)c1ccccc1C(=O)c1ccc(F)cc1F. Starting materials: ClCC(Cl)(Cl)Cl, Cl, Fc1cccc(F)c1, O=C1OC(=O)c2ccccc21. Reactants: C(C)N(CC)S(F)(F)F (diethylaminosulfur trifluoride), FC1=CC=C(C=C1)C(CN1CCC(CC1)N1CCCC2=CC=C(C=C12)OC)O (1-{1-[2-(4-fluorophenyl)-2-hydroxyethyl]piperidin-4-yl}-7-methoxy-1,2,3,4-tetrahydroquinoline), C([O-])(O)=O.[Na+] (sodium bicarbonate). Solvent: C(Cl)Cl (methylene chloride). Run at time 45 minute. Product: FC1=CC=C(C=C1)C(CN1CCC(CC1)N1CCCC2=CC=C(C=C12)OC)F (1-{1-[2-(4-fluorophenyl)-2-fluoroethyl]piperidin-4-yl}-7-methoxy-1,2,3,4-tetrahydroquinoline). RXN SMILES: [F:1][C:2]1[CH:7]=[CH:6][C:5]([CH:8](O)[CH2:9][N:10]2[CH2:15][CH2:14][CH:13]([N:16]3[C:25]4[C:20](=[CH:21][CH:22]=[C:23]([O:26][CH3:27])[CH:24]=4)[CH2:19][CH2:18][CH2:17]3)[CH2:12][CH2:11]2)=[CH:4][CH:3]=1.C(N(S(F)(F)[F:35])CC)C.C(=O)(O)[O-].[Na+]>C(Cl)Cl>[F:1][C:2]1[CH:3]=[CH:4][C:5]([CH:8]([F:35])[CH2:9][N:10]2[CH2:11][CH2:12][CH:13]([N:16]3[C:25]4[C:20](=[CH:21][CH:22]=[C:23]([O:26][CH3:27])[CH:24]=4)[CH2:19][CH2:18][CH2:17]3)[CH2:14][CH2:15]2)=[CH:6][CH:7]=1 |f:2.3|. Procedure: A solution of 1-{1-[2-(4-fluorophenyl)-2-hydroxyethyl]piperidin-4-yl}-7-methoxy-1,2,3,4-tetrahydroquinoline (250 mg) in methylene chloride (5 ml) was cooled to −78° C. and diethylaminosulfur trifluoride (DAST, 0.1 ml) was added thereto. Then the reaction solution was stirred at the same temperature for 45 min. After the completion of the reaction, saturated sodium bicarbonate was added to the reaction solution, which was then allowed to warm to room temperature under stirring. The reaction solut... Reactants: COC(C[C@@H]1[C@H](O1)CO)OC ((2R,3R) 3-(2,2-dimethoxyethyl)oxiranemethanol), [H-].C(C(C)C)[Al+]CC(C)C (diisobutylaluminum hydride). Product: COC(CCC(CO)O)OC (5,5-dimethoxypentane-1,2-diol). As a reaction SMILES: [CH3:1][O:2][CH:3]([O:10][CH3:11])[CH2:4][C@H:5]1[O:7][C@@H:6]1[CH2:8][OH:9].[H-].C([Al+]CC(C)C)C(C)C>>[CH3:11][O:10][CH:3]([O:2][CH3:1])[CH2:4][CH2:5][CH:6]([OH:7])[CH2:8][OH:9] |f:1.2|. Procedure details: reacting (2R,3R) 3-(2,2-dimethoxyethyl)oxiranemethanol with diisobutylaluminum hydride to form 5,5-dimethoxypentane-1,2-diol;